Task: describe an organic reaction: reactants, conditions, products, and yield. Dataset: the Open Reaction Database (ORD), a public repository of structured organic reaction records The reactants are OC=1C(=C2CCC(OC2=C(C1C)C)(C)COC1=CC=C(CC2C(NC(S2)=N)=O)C=C1)C (5-[4-(6-hydroxy-2,5,7,8-tetramethylchroman-2-ylmethoxy)benzyl]-2-iminothiazolidin-4-one), C(C)(=O)O (acetic acid), Cl (hydrochloric acid). The solvent is O (water). The product is OC=1C(=C2CCC(OC2=C(C1C)C)(C)COC1=CC=C(CC2C(NC(S2)=O)=O)C=C1)C (5-[4-(6-hydroxy-2,5,7,8-tetramethylchroman-2-ylmethoxy)benzyl]thiazolidine-2,4-dione). Reaction SMILES: [OH:1][C:2]1[C:3]([CH3:31])=[C:4]2[C:9](=[C:10]([CH3:13])[C:11]=1[CH3:12])[O:8][C:7]([CH2:15][O:16][C:17]1[CH:30]=[CH:29][C:20]([CH2:21][CH:22]3[S:26][C:25](=N)[NH:24][C:23]3=[O:28])=[CH:19][CH:18]=1)([CH3:14])[CH2:6][CH2:5]2.C(O)(=[O:34])C.Cl>O>[OH:1][C:2]1[C:3]([CH3:31])=[C:4]2[C:9](=[C:10]([CH3:13])[C:11]=1[CH3:12])[O:8][C:7]([CH2:15][O:16][C:17]1[CH:30]=[CH:29][C:20]([CH2:21][CH:22]3[S:26][C:25](=[O:34])[NH:24][C:23]3=[O:28])=[CH:19][CH:18]=1)([CH3:14])[CH2:6][CH2:5]2. Procedure details: 3.1 g of 5-[4-(6-hydroxy-2,5,7,8-tetramethylchroman-2-ylmethoxy)benzyl]-2-iminothiazolidin-4-one [prepared as described in Example 1(a)] were added to a mixture of 45 ml of acetic acid, 15 ml of concentrated hydrochloric acid and 8 ml of water, and the mixture was reacted for 12 hours at 85°-90° C. It was then processed and purified in a similar manner to Example 1(a), giving 2.5 g of 5-[4-(6-hydroxy-2,5,7,8-tetramethylchroman-2-ylmethoxy)benzyl]thiazolidine-2,4-dione, whose melting point and nu... Reactants: C(=C)[Mg]Br (Vinylmagnesium bromide), BrCC=1C(=NOC1C1=CC=C(C=C1)Br)C (4-bromomethyl-5-(4-bromo-phenyl)-3-methyl-isoxazole). Reagents/catalysts: [Cu]I (Copper(I) iodide). The solvent is C1CCOC1 (THF), C1CCOC1 (THF). Reaction conditions: temperature -40 celsius, time 18 minute. The product is C(C=C)C=1C(=NOC1C1=CC=C(C=C1)Br)C (4-Allyl-5-(4-bromo-phenyl)-3-methyl-isoxazole). As a reaction SMILES: [CH:1]([Mg]Br)=[CH2:2].Br[CH2:6][C:7]1[C:8]([CH3:19])=[N:9][O:10][C:11]=1[C:12]1[CH:17]=[CH:16][C:15]([Br:18])=[CH:14][CH:13]=1>C1COCC1.[Cu]I>[CH2:6]([C:7]1[C:8]([CH3:19])=[N:9][O:10][C:11]=1[C:12]1[CH:17]=[CH:16][C:15]([Br:18])=[CH:14][CH:13]=1)[CH:1]=[CH2:2]. Procedure details: Copper(I) iodide (0.187 g, 0.98 mmol) was suspended in THF (43 mL) then cooled to −40° C. under N2 atmosphere. Vinylmagnesium bromide (1 M in THF, 9.74 mL, 9.74 mmol) was added over the course of 4 minutes and the reaction continued stirring for 18 minutes. Next, 4-bromomethyl-5-(4-bromo-phenyl)-3-methyl-isoxazole (2.15 g, 6.5 mmol) in THF (11 mL) was added over the course of 15 minutes. The reaction was placed in a −20° C. overnight. After warming the reaction was submitted to standard aqueous ... Starting materials: C(C)OC([C@@H](N(C(=O)OC(C)(C)C)[SiH](C)C)CC1=CC=C(C=C1)CC=C)=O (N-Boc-4-allyldimethylsilylphenylalanine ethyl ester), [Li+].[OH-] (LiOH). Solvent: C1CCOC1.O (THF H2O). Yields the product C(=O)(OC(C)(C)C)N([C@@H](CC1=CC=C(C=C1)CC=C)C(=O)O)[SiH](C)C (N-Boc-4-allyldimethylsilylphenylalanine). Isolated yield 79.2%. As a reaction SMILES: C([O:3][C:4](=[O:27])[C@H:5]([CH2:17][C:18]1[CH:23]=[CH:22][C:21]([CH2:24][CH:25]=[CH2:26])=[CH:20][CH:19]=1)[N:6]([SiH:14]([CH3:16])[CH3:15])[C:7]([O:9][C:10]([CH3:13])([CH3:12])[CH3:11])=[O:8])C.[Li+].[OH-]>C1COCC1.O>[C:7]([N:6]([SiH:14]([CH3:16])[CH3:15])[C@H:5]([C:4]([OH:27])=[O:3])[CH2:17][C:18]1[CH:19]=[CH:20][C:21]([CH2:24][CH:25]=[CH2:26])=[CH:22][CH:23]=1)([O:9][C:10]([CH3:13])([CH3:12])[CH3:11])=[O:8] |f:1.2,3.4|. Reported procedure: The same procedure as described for 5 Scheme 2 was followed except that (Boc)2O was used instead of FmocCl for protection of the amine group; Colorless oil (yield=64%); 1H NMR (300 MHz, CDCl3) δ 0.24 (s, 6 H), 1.19 (t, J=7.14 Hz, 3 H), 1.39 (s, 9 H), 1.72 (d, J=11.1 Hz, 2 H), 3.04 (m, 2 H), 4.13 (t, J=7.14 Hz, 2 H), 4.54 (m, 1 H), 4.79 (m, 1 H), 4.83 (m, 1 H), 5.07 (bd, NH, 1 H); 13C NMR (75 MHz, CDCl3) −3.4 (2C), 14.1, 23.6, 28.3 (3C), 38.4, 54.4, 61.2, 79.7, 113.4, 128.8 (3C), 133.8 (2C), 134.... Reactants: CCOC(=O)c1cc(Br)c(NC(=O)OC(C)(C)C)s1, CCOC(C)=O, CCN(C(C)C)C(C)C, [Cu]I, C#Cc1ccccc1. The product is CCOC(=O)c1cc(C#Cc2ccccc2)c(NC(=O)OC(C)(C)C)s1. Reaction SMILES: [Br:1][c:2]1[cH:3][c:4]([C:15](=[O:16])[O:17][CH2:18][CH3:19])[s:5][c:6]1[NH:7][C:8](=[O:9])[O:10][C:11]([CH3:12])([CH3:13])[CH3:14].[CH3:37][CH2:38][O:39][C:40]([CH3:41])=[O:42].[CH:20]([N:21]([CH2:22][CH3:23])[CH:24]([CH3:25])[CH3:26])([CH3:27])[CH3:28].[Cu:43][I:44].[c:29]1([C:35]#[CH:36])[cH:30][cH:31][cH:32][cH:33][cH:34]1>>[c:2]1([C:36]#[C:35][c:29]2[cH:30][cH:31][cH:32][cH:33][cH:34]2)[cH:3][c:4]([C:15](=[O:16])[O:17][CH2:18][CH3:19])[s:5][c:6]1[NH:7][C:8](=[O:9])[O:10][C:11]([CH3:12])([CH3:13])[CH3:14].